From a dataset of the Open Reaction Database (ORD), a public repository of structured organic reaction records. describe an organic reaction: reactants, conditions, products, and yield The reactants are C(=O)([O-])[O-].[K+].[K+] (K2CO3), FC1=C(CBr)C(=CC(=C1)OC)F (2,6-difluoro-4-methoxybenzyl bromide), COC1=C(C=C(C=C1C)N1S(C2=C(N(C1=O)CC1=C(C=C(C=C1F)F)F)C=CC=C2)(=O)=O)C (2-(4-methoxy-3,5-dimethylphenyl)-4-(2,4,6-trifluorobenzyl)-2H-1,2,4-benzothiadiazin-3(4H)-one 1,1-dioxide). Solvent: CN(C)C=O (DMF). Product: COC=1C=C(C=CC1OC)N1S(C2=C(N(C1=O)CC1=C(C=C(C=C1F)OC)F)C=CC=C2)(=O)=O (2-(3,4-Dimethoxyphenyl)-4-(2,6-difluoro-4-methoxybenzyl)-2H-1,2,4-benzothiadiazin-3(4H)-one 1,1-dioxide). Reaction SMILES: [C:1]([O-:4])([O-])=O.[K+].[K+].FC1C=[C:14]([O:16]C)C=C(F)C=1CBr.[CH3:19][O:20][C:21]1[C:26](C)=[CH:25][C:24]([N:28]2[C:33](=[O:34])[N:32]([CH2:35][C:36]3[C:41]([F:42])=[CH:40][C:39](F)=[CH:38][C:37]=3[F:44])[C:31]3[CH:45]=[CH:46][CH:47]=[CH:48][C:30]=3[S:29]2(=[O:50])=[O:49])=[CH:23][C:22]=1C>CN(C=O)C>[CH3:14][O:16][C:22]1[CH:23]=[C:24]([N:28]2[C:33](=[O:34])[N:32]([CH2:35][C:36]3[C:37]([F:44])=[CH:38][C:39]([O:4][CH3:1])=[CH:40][C:41]=3[F:42])[C:31]3[CH:45]=[CH:46][CH:47]=[CH:48][C:30]=3[S:29]2(=[O:49])=[O:50])[CH:25]=[CH:26][C:21]=1[O:20][CH3:19] |f:0.1.2|. Procedure: The title compound (59 mg, 0.12 mmol) was prepared from (IntA1) (84 mg, 0.25 mmol), K2CO3 (104 mg, 0.75 mmol) and 2,6-difluoro-4-methoxybenzyl bromide (71 mg, 0.30 mmol) in DMF (2 mL) using the methods of (115). Starting materials: C(C)(C)(C)OC(=O)N[C@H]1CN(CC1)S(=O)(=O)C=1C=2C(=CN=C(C2C=CC1)Cl)Cl ((R)-3-(tert-butoxycarbonyl)amino-1-(1,4-dichloro-5-isoquinolinesulfonyl)pyrrolidine), C(C)(C)(C)OC(=O)NC1CN(CC1)S(=O)(=O)C=1C=2C(=CN=C(C2C=CC1)Cl)Cl ((R/S)-3-(tert-butoxycarbonyl)amino-1-(1,4-dichloro-5-isoquinolinesulfonyl)pyrrolidine). Product: N[C@H]1CN(CC1)S(=O)(=O)C=1C=2C(=CN=C(C2C=CC1)N)Cl ((R)-3-Amino-1-(1-amino-4-chloro-5-isoquinolinesulfonyl)pyrrolidine), Cl (hydrochloride). RXN SMILES: C(OC([NH:8][C@@H:9]1[CH2:13][CH2:12][N:11]([S:14]([C:17]2[C:18]3[C:19]([Cl:28])=[CH:20][N:21]=[C:22]([Cl:27])[C:23]=3[CH:24]=[CH:25][CH:26]=2)(=[O:16])=[O:15])[CH2:10]1)=O)(C)(C)C.C(OC([NH:36]C1CCN(S(C2C3C(Cl)=CN=C(Cl)C=3C=CC=2)(=O)=O)C1)=O)(C)(C)C>>[NH2:8][C@@H:9]1[CH2:13][CH2:12][N:11]([S:14]([C:17]2[C:18]3[C:19]([Cl:28])=[CH:20][N:21]=[C:22]([NH2:36])[C:23]=3[CH:24]=[CH:25][CH:26]=2)(=[O:16])=[O:15])[CH2:10]1.[ClH:27]. Procedure details: Intermediate 26b is used in the method of Example 39 instead of Intermediate 26 to obtain the title compound as hydrochloride. Yields the product ClC1=CC=C(C=C1)C(CCN(C)CCNC(=NCCSCC=1N=C(SC1)NC(=N)N)NC#N)C1=NC=CC=C1 (N-[2-[N-[3-(4-chlorophenyl)-3-(2-pyridyl)propyl]-N-methylamino]ethyl]-N'-cyano-N"-[2-[[(2-guanidino-4-thiazolyl)methyl]thio]ethyl]guanidine). Reported procedure: Preparation is effected analogously to Example 1, using 0.8 g (2.6 mmol) of N-[3-(4-chlorophenyl)-3-(2-pyridyl)propyl]-N-methyl-1,2-ethanediamine and 0.98 g (2.6 mmol) of N-cyano-N'-[2-[[(2-guanidino-4-thiazolyl)methyl]thio]ethyl]-O-phenyl-isourea as starting materials. Working up by chromatography analogously to Example 1 yields the purified title compound in the form of a dry foam; MS (+FAB method): m/z (rel. int.[%])=585 ([M+H]+, 6), 230 (100); IR (KBr): 2164 cm-1 (C≡N). For analytical purpos... Reactants: ClC1=CC=C(C=C1)C(CCN(CCN)C)C1=NC=CC=C1 (N-[3-(4-chlorophenyl)-3-(2-pyridyl)propyl]-N-methyl-1,2-ethanediamine), C(#N)NC(OC1=CC=CC=C1)=NCCSCC=1N=C(SC1)NC(=N)N (N-cyano-N'-[2-[[(2-guanidino-4-thiazolyl)methyl]thio]ethyl]-O-phenyl-isourea). RXN SMILES: [Cl:1][C:2]1[CH:7]=[CH:6][C:5]([CH:8]([C:16]2[CH:21]=[CH:20][CH:19]=[CH:18][N:17]=2)[CH2:9][CH2:10][N:11]([CH3:15])[CH2:12][CH2:13][NH2:14])=[CH:4][CH:3]=1.[C:22]([NH:24][C:25](=[N:33][CH2:34][CH2:35][S:36][CH2:37][C:38]1[N:39]=[C:40]([NH:43][C:44]([NH2:46])=[NH:45])[S:41][CH:42]=1)OC1C=CC=CC=1)#[N:23]>>[Cl:1][C:2]1[CH:7]=[CH:6][C:5]([CH:8]([C:16]2[CH:21]=[CH:20][CH:19]=[CH:18][N:17]=2)[CH2:9][CH2:10][N:11]([CH2:12][CH2:13][NH:14][C:25]([NH:24][C:22]#[N:23])=[N:33][CH2:34][CH2:35][S:36][CH2:37][C:38]2[N:39]=[C:40]([NH:43][C:44]([NH2:46])=[NH:45])[S:41][CH:42]=2)[CH3:15])=[CH:4][CH:3]=1. Starting materials: O=C([O-])[O-], CC(C)=O, CI, [K+], [K+], CC(=O)Nc1cccc2ccc(O)cc12. Product: COc1ccc2cccc(NC(C)=O)c2c1. As a reaction SMILES: [C:16](=[O:17])([O-:18])[O-:19].[CH3:24][C:25](=[O:26])[CH3:27].[I:22][CH3:23].[K+:20].[K+:21].[OH:1][c:2]1[cH:3][cH:4][c:5]2[cH:6][cH:7][cH:8][c:9]([NH:12][C:13]([CH3:14])=[O:15])[c:10]2[cH:11]1>>[O:1]([c:2]1[cH:3][cH:4][c:5]2[cH:6][cH:7][cH:8][c:9]([NH:12][C:13]([CH3:14])=[O:15])[c:10]2[cH:11]1)[CH3:16]. Reactants: [BH4-], CC(=O)c1c(C)nc2ccccc2c1NCc1ccccc1, CO, CC(C)O, [Na+], O. The product is Cc1nc2ccccc2c(NCc2ccccc2)c1C(C)O. Reaction SMILES: [BH4-:23].[CH2:1]([c:2]1[cH:3][cH:4][cH:5][cH:6][cH:7]1)[NH:8][c:9]1[c:10]([C:20]([CH3:21])=[O:22])[c:11]([CH3:19])[n:12][c:13]2[cH:14][cH:15][cH:16][cH:17][c:18]12.[CH3:29][OH:30].[CH:25]([OH:26])([CH3:27])[CH3:28].[Na+:24].[OH2:31]>>[CH2:1]([c:2]1[cH:3][cH:4][cH:5][cH:6][cH:7]1)[NH:8][c:9]1[c:10]([CH:20]([CH3:21])[OH:22])[c:11]([CH3:19])[n:12][c:13]2[cH:14][cH:15][cH:16][cH:17][c:18]12.